Dataset: the Open Reaction Database (ORD), a public repository of structured organic reaction records. Task: describe an organic reaction: reactants, conditions, products, and yield Reactants: NCCCCN1C=NC=2C(=NC=3C=CC=CC3C21)N (1-(4-aminobutyl)-1H-imidazo[4,5-c]quinolin-4-amine), C1(=CC=C(C=C1)C(=O)Cl)C1=CC=CC=C1 (4-biphenylcarbonyl chloride). Product: NC1=NC=2C=CC=CC2C2=C1N=CN2CCCCNC(C2=CC=C(C=C2)C2=CC=CC=C2)=O (N1-[4-(4-amino-1H-imidazo[4,5-c]quinolin-1-yl)butyl]4-phenylbenzamide). Reaction SMILES: [NH2:1][CH2:2][CH2:3][CH2:4][CH2:5][N:6]1[C:18]2[C:17]3[CH:16]=[CH:15][CH:14]=[CH:13][C:12]=3[N:11]=[C:10]([NH2:19])[C:9]=2[N:8]=[CH:7]1.[C:20]1([C:29]2[CH:34]=[CH:33][CH:32]=[CH:31][CH:30]=2)[CH:25]=[CH:24][C:23]([C:26](Cl)=[O:27])=[CH:22][CH:21]=1>>[NH2:19][C:10]1[C:9]2[N:8]=[CH:7][N:6]([CH2:5][CH2:4][CH2:3][CH2:2][NH:1][C:26](=[O:27])[C:23]3[CH:24]=[CH:25][C:20]([C:29]4[CH:34]=[CH:33][CH:32]=[CH:31][CH:30]=4)=[CH:21][CH:22]=3)[C:18]=2[C:17]2[CH:16]=[CH:15][CH:14]=[CH:13][C:12]=2[N:11]=1. Reported procedure: According to the general method of Example 14, 1-(4-aminobutyl)-1H-imidazo[4,5-c]quinolin-4-amine and 4-biphenylcarbonyl chloride were combined to provide N1-[4-(4-amino-1H-imidazo[4,5-c]quinolin-1-yl)butyl]4-phenylbenzamide as a white powder, m.p. 215.4° C. (decomposition). 1H NMR (300 MHz, DMSO-d6) δ 8.54 (t, J=5.7 Hz, 1H), 8.22 (s, 1H), 8.05 (d, J=7.2 Hz, 1H), 7.88 (d, J=5.4 Hz, 2H), 7.75-7.70 (m, 4H), 7.62 (dd, J=8.4, 1.5 Hz, 1H), 7.52-7.38 (m, 4H), 7.22 (dt, J=7.5, 1.2 Hz, 1H), 6.61 (s, 2H)...